Dataset: the Open Reaction Database (ORD), a public repository of structured organic reaction records. Task: describe an organic reaction: reactants, conditions, products, and yield The reactants are O (water), C(C)(C)(C)OC(=O)N1C=CC2=CC(=CC=C12)I (1-(tert-Butoxycarbonyl)-5-iodoindole), CN1CCNCC1 (4-methylpiperazine), 2,2′-(diphenylphosphino)-1,1′-binaphthyl, C([O-])([O-])=O.[Cs+].[Cs+] (cesium carbonate). Reagents/catalysts: C(C)(=O)[O-].[Pd+2].C(C)(=O)[O-] (palladium acetate). Run in C1(=CC=CC=C1)C (toluene). Yields the product C(C)(C)(C)OC(=O)N1C=CC2=CC(=CC=C12)N1CCN(CC1)C (1-(tert-butoxycarbonyl)-5-(4-methylpiperazino)indole). The yield is 27.8%. As a reaction SMILES: [C:1]([O:5][C:6]([N:8]1[C:16]2[C:11](=[CH:12][C:13](I)=[CH:14][CH:15]=2)[CH:10]=[CH:9]1)=[O:7])([CH3:4])([CH3:3])[CH3:2].[CH3:18][N:19]1[CH2:24][CH2:23][NH:22][CH2:21][CH2:20]1.C(=O)([O-])[O-].[Cs+].[Cs+].O>C1(C)C=CC=CC=1.C([O-])(=O)C.[Pd+2].C([O-])(=O)C>[C:1]([O:5][C:6]([N:8]1[C:16]2[C:11](=[CH:12][C:13]([N:22]3[CH2:23][CH2:24][N:19]([CH3:18])[CH2:20][CH2:21]3)=[CH:14][CH:15]=2)[CH:10]=[CH:9]1)=[O:7])([CH3:4])([CH3:3])[CH3:2] |f:2.3.4,7.8.9|. Reported procedure: 1-(tert-Butoxycarbonyl)-5-iodoindole (3.46 g, 10.1 mmol) was dissolved in toluene (45.0 mL), and the solution was added with 4-methylpiperazine (2.24 mL, 20.2 mmol), 2,2′-(diphenylphosphino)-1,1′-binaphthyl (1.26 g, 2.02 mmol), cesium carbonate (4.94 mg, 15.2 mmol) and palladium acetate (226 mg, 1.01 mmol), followed by stirring under reflux for 24 hours. The mixture was added with water and extracted with ethyl acetate. The organic layer was washed with saturated brine and dried over anhydrous s... Reactants: [H-].[Na+] (sodium hydride), C(C)OC(=O)C1=NN(C(=C1C=O)C1=CC=C(C=C1)Cl)C1=C(C=CC=C1)Cl (5-(4-chloro-phenyl)-1-(2-chloro-phenyl)-4-formyl-1H-pyrazole-3-carboxylic acid ethyl ester), [Cl-].[NH4+] (ammonium chloride), [Cl-].C[Si](CCOC[P+](C1=CC=CC=C1)(C1=CC=CC=C1)C1=CC=CC=C1)(C)C ((2-(trimethylsilyl)-ethoxymethyl)triphenylphosphonium chloride). Solvent: CS(=O)C (dimethyl sulfoxide), CS(=O)C (dimethylsulfoxide). Run at time 10 minute. The product is ethyl acetate hexanes, C(C)OC(=O)C1=NN(C(=C1C=COCC[Si](C)(C)C)C1=CC=C(C=C1)Cl)C1=C(C=CC=C1)Cl (5-(4-Chloro-phenyl)-1-(2-chloro-phenyl)-4-[2-(2-trimethylsilanyl-ethoxy)-vinyl]-1H-pyrazole-3-carboxylic acid ethyl ester). Yield: 30.0%. Reaction SMILES: [H-].[Na+].[Cl-:3].[CH3:4][Si:5]([CH3:30])([CH3:29])[CH2:6][CH2:7][O:8][CH2:9][P+](C1C=CC=CC=1)(C1C=CC=CC=1)C1C=CC=CC=1.[CH2:31]([O:33][C:34]([C:36]1[C:40]([CH:41]=O)=[C:39]([C:43]2[CH:48]=[CH:47][C:46](Cl)=[CH:45][CH:44]=2)[N:38]([C:50]2[CH:55]=[CH:54][CH:53]=[CH:52][C:51]=2Cl)N=1)=[O:35])[CH3:32].[Cl-:57].[NH4+:58]>CS(C)=O>[CH2:31]([O:33][C:34]([C:36]1[C:40]([CH:41]=[CH:9][O:8][CH2:7][CH2:6][Si:5]([CH3:30])([CH3:29])[CH3:4])=[C:39]([C:43]2[CH:48]=[CH:47][C:46]([Cl:3])=[CH:45][CH:44]=2)[N:38]([C:50]2[CH:55]=[CH:54][CH:53]=[CH:52][C:51]=2[Cl:57])[N:58]=1)=[O:35])[CH3:32] |f:0.1,2.3,5.6|. Reported procedure: A slurry of sodium hydride (45 mg of 60% in oil) in dimethyl sulfoxide (2 ml) was stirred at 75° C. for 45 minutes, cooled to room temperature, then (2-(trimethylsilyl)-ethoxymethyl)triphenylphosphonium chloride (480 mg) was added in one portion to produce a red solution. After 10 minutes, a solution of 5-(4-chloro-phenyl)-1-(2-chloro-phenyl)-4-formyl-1H-pyrazole-3-carboxylic acid ethyl ester (218 mg) in dimethylsulfoxide (1 ml) was added dropwise and the resulting solution was stirred for 1 hou...